This data is from the Open Reaction Database (ORD), a public repository of structured organic reaction records. The task is: describe an organic reaction: reactants, conditions, products, and yield Reactants: C(C)OC(=O)C1(CC2=CC=CC=C2C1)NC(=O)C1=NC=CC=C1N1CCCCC1 (2-[(3,4,5,6-Tetrahydro-2H-[1,3′]bipyridinyl-2′-carbonyl)-amino]-indan-2-carboxylic acid ethyl ester), O1CCOCC1 (1,4-dioxane), CO (MeOH), LiOH monohydrate, EtOAc heptanes. Solvent: O (water). Run at time 38 hour. The product is N1(CCCCC1)C=1C(=NC=CC1)C(=O)NC1(CC2=CC=CC=C2C1)C(=O)O (2-[(3,4,5,6-Tetrahydro-2H-[1,3′]bipyridinyl-2′-carbonyl)-amino]-indan-2-carboxylic acid). Reaction SMILES: C([O:3][C:4]([C:6]1([NH:15][C:16]([C:18]2[C:23]([N:24]3[CH2:29][CH2:28][CH2:27][CH2:26][CH2:25]3)=[CH:22][CH:21]=[CH:20][N:19]=2)=[O:17])[CH2:14][C:13]2[C:8](=[CH:9][CH:10]=[CH:11][CH:12]=2)[CH2:7]1)=[O:5])C.O1CCOCC1.CO>O>[N:24]1([C:23]2[C:18]([C:16]([NH:15][C:6]3([C:4]([OH:5])=[O:3])[CH2:14][C:13]4[C:8](=[CH:9][CH:10]=[CH:11][CH:12]=4)[CH2:7]3)=[O:17])=[N:19][CH:20]=[CH:21][CH:22]=2)[CH2:29][CH2:28][CH2:27][CH2:26][CH2:25]1. Procedure: A 100 mL round bottom flask which contains 2-[(3,4,5,6-Tetrahydro-2H-[1,3′]bipyridinyl-2′-carbonyl)-amino]-indan-2-carboxylic acid ethyl ester (360, 370 mg, 0.94 mmol) is charged with 1,4-dioxane (4 mL) and MeOH (4 mL). A stirring bar is added and stirring is initiated. After dissolution, water (2 mL) is added followed by LiOH monohydrate (100 mg, 2.38 mmol). After 38 h, tlc analysis (silica, 50% EtOAc/heptanes) indicates that the starting material has been completely consumed. Amberlyst highly ... The reactants are O[C@@H]1[C@@H](CCCC1)N1C=C(C(C2=CC(=CC=C12)I)=O)C(=O)OCC (Ethyl 1-(cis-2-hydroxycyclohexyl)-6-iodo-4-oxo-1,4-dihydroquinoline-3-carboxylate), O[C@@H]1[C@@H](CCCC1)N1C=C(C(C2=CC(=CC=C12)I)=O)C(=O)OCC (Ethyl 1-(cis-2-hydroxycyclohexyl)-6-iodo-4-oxo-1,4-dihydroquinoline-3-carboxylate), C(C)NC(=O)NC1=NC=C(C(=C1)C=1SC=C(N1)C(F)(F)F)B1OC(C(O1)(C)C)(C)C (1-Ethyl-3-(5-(4,4,5,5-tetramethyl-1,3,2-dioxaborolan-2-yl)-4-(4-(trifluoromethyl)thiazol-2-yl)pyridin-2-yl)urea), C(C)NC(=O)NC1=NC=C(C(=C1)C=1SC=C(N1)C(F)(F)F)B1OC(C(O1)(C)C)(C)C (1-Ethyl-3-(5-(4,4,5,5-tetramethyl-1,3,2-dioxaborolan-2-yl)-4-(4-(trifluoromethyl)thiazol-2-yl)pyridin-2-yl)urea), C([O-])([O-])=O.[K+].[K+] (Potassium carbonate). The reagents and catalysts are C(C)(=O)[O-].[Pd+2].C(C)(=O)[O-] (Palladium (II) acetate), C(C)(C)(C)P([C-]1C=CC=C1)C(C)(C)C.[C-]1(C=CC=C1)P(C(C)(C)C)C(C)(C)C.[Fe+2] (1,1′-bis(di-t-butylphosphino)ferrocene). Run in C(C)#N (acetonitrile), O (water), C(C)#N (acetonitrile). Reaction conditions: temperature 100 celsius, time 30 minute. Yields the product C(C)NC(NC1=CC(=C(C=N1)C=1C=C2C(C(=CN(C2=CC1)[C@H]1[C@H](CCCC1)O)C(=O)OCC)=O)C=1SC=C(N1)C(F)(F)F)=O (ethyl 6-(6-(3-ethylureido)-4-(4-(trifluoromethyl)thiazol-2-yl)pyridin-3-yl)-1-(cis-2-hydroxycyclohexyl)-4-oxo-1,4-dihydroquinoline-3-carboxylate). The yield is 78.9%. RXN SMILES: [OH:1][C@H:2]1[CH2:7][CH2:6][CH2:5][CH2:4][C@H:3]1[N:8]1[C:17]2[C:12](=[CH:13][C:14](I)=[CH:15][CH:16]=2)[C:11](=[O:19])[C:10]([C:20]([O:22][CH2:23][CH3:24])=[O:21])=[CH:9]1.[CH2:25]([NH:27][C:28]([NH:30][C:31]1[CH:36]=[C:35]([C:37]2[S:38][CH:39]=[C:40]([C:42]([F:45])([F:44])[F:43])[N:41]=2)[C:34](B2OC(C)(C)C(C)(C)O2)=[CH:33][N:32]=1)=[O:29])[CH3:26].C(=O)([O-])[O-].[K+].[K+]>C(#N)C.O.C([O-])(=O)C.[Pd+2].C([O-])(=O)C.C(P(C(C)(C)C)[C-]1C=CC=C1)(C)(C)C.[C-]1(P(C(C)(C)C)C(C)(C)C)C=CC=C1.[Fe+2]>[CH2:25]([NH:27][C:28](=[O:29])[NH:30][C:31]1[N:32]=[CH:33][C:34]([C:14]2[CH:13]=[C:12]3[C:17](=[CH:16][CH:15]=2)[N:8]([C@@H:3]2[CH2:4][CH2:5][CH2:6][CH2:7][C@@H:2]2[OH:1])[CH:9]=[C:10]([C:20]([O:22][CH2:23][CH3:24])=[O:21])[C:11]3=[O:19])=[C:35]([C:37]2[S:38][CH:39]=[C:40]([C:42]([F:45])([F:44])[F:43])[N:41]=2)[CH:36]=1)[CH3:26] |f:2.3.4,7.8.9,10.11.12|. Procedure details: Palladium (II) acetate (0.027 g, 0.12 mmol) and 1,1′-bis(di-t-butylphosphino)ferrocene (0.058 g, 0.12 mmol) were dissolved in 1 ml of acetonitrile. Ethyl 1-(cis-2-hydroxycyclohexyl)-6-iodo-4-oxo-1,4-dihydroquinoline-3-carboxylate (Intermediate 121, 0.539 g, 1.22 mmol) and 6-(3-ethylureido)-4-(4-(trifluoromethyl)thiazol-2-yl)pyridin-3-ylboronic acid (Intermediate 17, 0.444 g, 1.23 mmol) were added along with an additional 2 ml of acetonitrile. Potassium carbonate (0.253 g, 1.83 mmol) was dissolve... The product is BrC1=C2C3(C(N(C2=CC=C1)C)=O)COC1=CC2=C(OCCO2)C=C13 (4′-bromo-1′-methyl-2,3-dihydrospiro[furo[2,3-g][1,4]benzodioxine-8,3′-indol]-2′(1′H)-one). Reported procedure: Following the procedure as described in EXAMPLE 2.40 and making non-critical variations using 4-bromo-3-(7-hydroxy-2,3-dihydro-1,4-benzodioxin-6-yl)-1-methyl-1,3-dihydro-2H-indol-2-one to replace 2-fluoro-4-hydroxy-5-[1-(4-methoxybenzyl)-2-oxo-2,3-dihydro-1H-indol-3-yl]benzonitrile, 4′-bromo-1′-methyl-2,3-dihydrospiro[furo[2,3-g][1,4]benzodioxine-8,3′-indol]-2′(1′H)-one was obtained (95%): 1H NMR (300 MHz, CDCl3) δ 7.23-7.14 (m, 2H), 6.87-6.79 (m, 1H), 6.43 (s, 1H), 6.16 (s, 1H), 4.93 (ABq, 2H),... Starting materials: BrC1=C2C(C(N(C2=CC=C1)C)=O)C1=CC2=C(OCCO2)C=C1O (4-bromo-3-(7-hydroxy-2,3-dihydro-1,4-benzodioxin-6-yl)-1-methyl-1,3-dihydro-2H-indol-2-one), FC1=C(C#N)C=C(C(=C1)O)C1C(N(C2=CC=CC=C12)CC1=CC=C(C=C1)OC)=O (2-fluoro-4-hydroxy-5-[1-(4-methoxybenzyl)-2-oxo-2,3-dihydro-1H-indol-3-yl]benzonitrile). Reaction SMILES: [Br:1][C:2]1[CH:10]=[CH:9][CH:8]=[C:7]2[C:3]=1[CH:4]([C:13]1[C:22]([OH:23])=[CH:21][C:16]3[O:17][CH2:18][CH2:19][O:20][C:15]=3[CH:14]=1)[C:5](=[O:12])[N:6]2[CH3:11].F[C:25]1C=C(O)C(C2C3C(=CC=CC=3)N(CC3C=CC(OC)=CC=3)C2=O)=CC=1C#N>>[Br:1][C:2]1[CH:10]=[CH:9][CH:8]=[C:7]2[C:3]=1[C:4]1([C:13]3[C:22](=[CH:21][C:16]4[O:17][CH2:18][CH2:19][O:20][C:15]=4[CH:14]=3)[O:23][CH2:25]1)[C:5](=[O:12])[N:6]2[CH3:11]. Reactants: P(Br)(Br)Br (phosphorous tribromide), IC1=C(CO)C=C(C=C1I)I (2,3,5-triiodobenzyl alcohol), O.C(Cl)Cl (H2O DCM). The solvent is O1CCCC1 (tetrahydrofuran). Run at temperature 0 celsius, time 5 minute. Product: IC1=C(CBr)C=C(C=C1I)I (2,3,5-triiodobenzyl bromide). Isolated yield 85.2%. Reaction SMILES: P(Br)(Br)[Br:2].[I:5][C:6]1[C:13]([I:14])=[CH:12][C:11]([I:15])=[CH:10][C:7]=1[CH2:8]O.O.C(Cl)Cl>O1CCCC1>[I:5][C:6]1[C:13]([I:14])=[CH:12][C:11]([I:15])=[CH:10][C:7]=1[CH2:8][Br:2] |f:2.3|. Procedure details: A solution of phosphorous tribromide (3.8 ml, 40 mmol) was added dropwise to a solution of 2,3,5-triiodobenzyl alcohol 1 (9.72 g, 20 mmol) in dry tetrahydrofuran (50 ml) at 0° C. under dry nitrogen gas flow. The reaction mixture was stirred 5 minutes at 0° C., then 20 minutes at room temperature (18° C.), then cold H2O/DCM (60160 ml) was added. The resulting aqueous phase was extracted with dichloromethane (2×10 ml). The combined organic extracts were washed with NaHCO3 aq (20 ml) and H2O (20 ml... Starting materials: COC([C@H](CC1CCCCC1)N)=O ((S)-2-amino-3-cyclohexyl-propionic acid methyl ester), C(C)(C)N(C(C)C)CC (N,N-diisopropylethylamine), ice water, C(C)OC(C=C(CBr)OC1=C(C(=CC=C1)Cl)Cl)=O (4-bromo-3-(2,3-dichloro-phenoxy)-but-2-enoic acid ethyl ester). The solvent is CN(C=O)C (N,N-dimethylformamide). Reaction conditions: time 5 minute. The product is COC([C@H](CC1CCCCC1)N1C(C=C(C1)OC1=C(C(=CC=C1)Cl)Cl)=O)=O ((S)-3-cyclohexyl-2-[4-(2,3-dichloro-phenoxy)-2-oxo-2,5-dihydro-pyrrol-1-yl]-propionic acid methyl ester). The yield is 16.2%. As a reaction SMILES: [CH3:1][O:2][C:3](=[O:13])[C@@H:4]([NH2:12])[CH2:5][CH:6]1[CH2:11][CH2:10][CH2:9][CH2:8][CH2:7]1.C(N(CC)C(C)C)(C)C.C([O:25][C:26](=O)[CH:27]=[C:28]([O:31][C:32]1[CH:37]=[CH:36][CH:35]=[C:34]([Cl:38])[C:33]=1[Cl:39])[CH2:29]Br)C>CN(C)C=O>[CH3:1][O:2][C:3](=[O:13])[C@@H:4]([N:12]1[CH2:29][C:28]([O:31][C:32]2[CH:37]=[CH:36][CH:35]=[C:34]([Cl:38])[C:33]=2[Cl:39])=[CH:27][C:26]1=[O:25])[CH2:5][CH:6]1[CH2:11][CH2:10][CH2:9][CH2:8][CH2:7]1. Reported procedure: To a stirred solution of (S)-2-amino-3-cyclohexyl-propionic acid methyl ester (1.15 g, 0.062 mol) in N,N-dimethylformamide (5 mL) was added N,N-diisopropylethylamine (3.63 g, 0.282 mol) slowly at room temperature, under nitrogen. The resulting mixture was stirred for 5 min and then treated with 4-bromo-3-(2,3-dichloro-phenoxy)-but-2-enoic acid ethyl ester (2.0 g, 0.006 mol) and the reaction mixture was heated at 110° C.-120° C. for 16 h. After this time, ice water was added and the resulting mix... Run at temperature 60 celsius, time 1 hour. Run in C(C)(=O)O (acetic acid). Product: OC(C)(C)C=1N=C(N(C1C(=O)OCC=1OC(OC1C)=O)CC1=CC=C(C=C1)C1=C(C=CC=C1)C1=NN=NN1)CCC ((5-Methyl-2-oxo-1,3-dioxolen-4yl)methyl 4-(1-hydroxy-1-methylethyl)-2-propyl-1-{4-[2-(tetrazol-5-yl)phenyl]phenyl}methylimidazole-5-carboxylate). Yield: 74.8%. Reactants: OC(C)(C)C=1N=C(N(C1C(=O)OCC=1OC(OC1C)=O)CC1=CC=C(C=C1)C1=C(C=CC=C1)C1=NN=NN1C(C1=CC=CC=C1)(C1=CC=CC=C1)C1=CC=CC=C1)CCC ((5-methyl-2-oxo-1,3-dioxolen-4-yl)methyl 4-(1-hydroxy-1-methylethyl)-2-propyl-1-{4-[2-(trityltetrazol-5-yl)phenyl]phenyl}methylimidazole-5-carboxylate). Procedure: A mixture of 1.4 g of (5-methyl-2-oxo-1,3-dioxolen-4-yl)methyl 4-(1-hydroxy-1-methylethyl)-2-propyl-1-{4-[2-(trityltetrazol-5-yl)phenyl]phenyl}methylimidazole-5-carboxylate [prepared as described in step (a) above] and 48 ml of 75% v/v aqueous acetic acid was stirred at 60° C. for 1 hour, after which it was concentrated by evaporation under reduced pressure. The residue was dissolved in toluene, and the resulting solution was concentrated by distillation under reduced pressure; this was repeated... Reaction SMILES: [OH:1][C:2]([C:5]1[N:6]=[C:7]([CH2:58][CH2:59][CH3:60])[N:8]([CH2:21][C:22]2[CH:27]=[CH:26][C:25]([C:28]3[CH:33]=[CH:32][CH:31]=[CH:30][C:29]=3[C:34]3[N:38](C(C4C=CC=CC=4)(C4C=CC=CC=4)C4C=CC=CC=4)[N:37]=[N:36][N:35]=3)=[CH:24][CH:23]=2)[C:9]=1[C:10]([O:12][CH2:13][C:14]1[O:15][C:16](=[O:20])[O:17][C:18]=1[CH3:19])=[O:11])([CH3:4])[CH3:3]>C(O)(=O)C>[OH:1][C:2]([C:5]1[N:6]=[C:7]([CH2:58][CH2:59][CH3:60])[N:8]([CH2:21][C:22]2[CH:27]=[CH:26][C:25]([C:28]3[CH:33]=[CH:32][CH:31]=[CH:30][C:29]=3[C:34]3[NH:38][N:37]=[N:36][N:35]=3)=[CH:24][CH:23]=2)[C:9]=1[C:10]([O:12][CH2:13][C:14]1[O:15][C:16](=[O:20])[O:17][C:18]=1[CH3:19])=[O:11])([CH3:4])[CH3:3]. Starting materials: C(C1=CC=CC=C1)OC=1C(=NC=C(C1C)C(C1=CC=C(C=C1)F)=O)C(=O)NO (3-(benzyloxy)-5-(4-fluorobenzoyl)-N-hydroxy-4-methylpicolinamide). The reagents and catalysts are [Pd] (Pd/C). Run in CO (methanol). Run at time 1 hour. Product: FC1=CC=C(C(=O)C=2C(=C(C(=NC2)C(=O)NO)O)C)C=C1 (5-(4-fluorobenzoyl)-N,3-dihydroxy-4-methylpicolinamide), oxime (E)-5-((4-fluorophenyl)(hydroxyimino)methyl)-N,3-dihydroxy-4-methylpicolinamide. The yield is 22.0%. As a reaction SMILES: C([O:8][C:9]1[C:10]([C:25]([NH:27][OH:28])=[O:26])=[N:11][CH:12]=[C:13]([C:16](=[O:24])[C:17]2[CH:22]=[CH:21][C:20]([F:23])=[CH:19][CH:18]=2)[C:14]=1[CH3:15])C1C=CC=CC=1>CO.[Pd]>[F:23][C:20]1[CH:19]=[CH:18][C:17]([C:16]([C:13]2[C:14]([CH3:15])=[C:9]([OH:8])[C:10]([C:25]([NH:27][OH:28])=[O:26])=[N:11][CH:12]=2)=[O:24])=[CH:22][CH:21]=1. Procedure: 0.090 g of 3-(benzyloxy)-5-(4-fluorobenzoyl)-N-hydroxy-4-methylpicolinamide (9b; 0.237 mmol, 1 eq.) and 5 mg of 10% Pd/C were dissolved in 4.0 mL of methanol and stirred under an atmospheric hydrogen for 1 hr. The catalyst was then filtered and reaction mixture was concentrated under vacuum. The crude product was purified by Biotage reverse phase chromatography yielding 0.015 g of 5-(4-fluorobenzoyl)-N,3-dihydroxy-4-methylpicolinamide (the product step 9b, example 9) (22% yield) and 0.015 g of t... The reactants are [Br-], C#CCBr, CCCC[N+](CCCC)(CCCC)CCCC, Cc1ccccc1, C#CCOc1ccc(CCNC(=O)C(O)COc2ccc(Cl)cc2)cc1OC, ClCCl, [Na+], [OH-]. Product: C#CCOc1ccc(CCNC(=O)C(COc2ccc(Cl)cc2)OCC#C)cc1OC. Reaction SMILES: [Br-:42].[CH2:1]([C:2]#[CH:3])[Br:4].[CH3:43][CH2:44][CH2:45][CH2:46][N+:47]([CH2:48][CH2:49][CH2:50][CH3:51])([CH2:52][CH2:53][CH2:54][CH3:55])[CH2:56][CH2:57][CH2:58][CH3:59].[CH3:5][c:6]1[cH:7][cH:8][cH:9][cH:10][cH:11]1.[Cl:12][c:13]1[cH:14][cH:15][c:16]([O:17][CH2:18][CH:19]([C:20](=[O:21])[NH:22][CH2:23][CH2:24][c:25]2[cH:26][c:27]([O:35][CH3:36])[c:28]([O:31][CH2:32][C:33]#[CH:34])[cH:29][cH:30]2)[OH:37])[cH:38][cH:39]1.[Cl:60][CH2:61][Cl:62].[Na+:41].[OH-:40]>>[CH:1]#[C:2][CH2:3][O:37][CH:19]([CH2:18][O:17][c:16]1[cH:15][cH:14][c:13]([Cl:12])[cH:39][cH:38]1)[C:20](=[O:21])[NH:22][CH2:23][CH2:24][c:25]1[cH:26][c:27]([O:35][CH3:36])[c:28]([O:31][CH2:32][C:33]#[CH:34])[cH:29][cH:30]1.